From a dataset of the Open Reaction Database (ORD), a public repository of structured organic reaction records. describe an organic reaction: reactants, conditions, products, and yield Starting materials: C(C)(=O)OC(C#N)(C1CC1)C (racemic α-(acetyloxy)-α-methyl-cyclopropaneacetonitrile), [OH-].[Na+] (sodium hydroxide). Solvent: [Cl-].[Na+] (sodium chloride). Reaction conditions: temperature 10 celsius. The product is C(C)(=O)O[C@](C#N)(C1CC1)C ((S)-α-(acetyloxy)-α-methyl-cyclopropaneacetonitrile). Yield: 12.3%. As a reaction SMILES: [C:1]([O:4][C:5]([CH3:11])([CH:8]1[CH2:10][CH2:9]1)[C:6]#[N:7])(=[O:3])[CH3:2].[OH-].[Na+]>[Cl-].[Na+]>[C:1]([O:4][C@@:5]([CH3:11])([CH:8]1[CH2:10][CH2:9]1)[C:6]#[N:7])(=[O:3])[CH3:2] |f:1.2,3.4|. Reported procedure: (Warning: Highly toxic hydrogen cyanide is formed in the experiment; use adequate protection). 111.1 g (725 mmol) racemic α-(acetyloxy)-α-methyl-cyclopropaneacetonitrile was emulsified in 6.0 L of 0.1 M sodium chloride/3.8 mM sodium phosphate buffer pH 7.0 by stirring. The emulsion was cooled to 10° C. and the hydrolytic reaction started by adding 6.0 g of cholesterase from Candida cylindraceae (Roche Applied Sciences; Cat. No. 10129046) and the pH maintained at 7.0 by the controlled addition of... Reactants: C(=CCC)C1=CC=C(C(=O)OC)C=C1 (methyl 4-(but-1-en-1-yl)benzoate), [H-].[Al+3].[Li+].[H-].[H-].[H-] (lithium aluminum hydride), [OH-].[Na+] (sodium hydroxide), O (water), O (water). The solvent is C(C)OCC (diethyl ether), C(C)OCC (diethyl ether). Conditions: temperature 0 celsius. The product is C(=C\CC)/C1=CC=C(CO)C=C1 ((E)-4-(but-1-en-1-yl)benzyl alcohol). Isolated yield 89.1%. Reaction SMILES: [H-].[Al+3].[Li+].[H-].[H-].[H-].[CH:7]([C:11]1[CH:20]=[CH:19][C:14]([C:15](OC)=[O:16])=[CH:13][CH:12]=1)=[CH:8][CH2:9][CH3:10].O.[OH-].[Na+]>C(OCC)C>[CH:7](/[C:11]1[CH:12]=[CH:13][C:14]([CH2:15][OH:16])=[CH:19][CH:20]=1)=[CH:8]\[CH2:9][CH3:10] |f:0.1.2.3.4.5,8.9|. Procedure details: To a suspension of lithium aluminum hydride (1.2 g) in diethyl ether (100 mL) was added a solution of methyl 4-(but-1-en-1-yl)benzoate (2.5 g) in diethyl ether (20 mL) at 0° C., and the mixture was heated under reflux for 30 mixture. After the reaction mixture was cooled to 0° C., to the mixture were added water (1.2 mL), an aqueous sodium hydroxide solution (15%, 1.2 mL) and water (3.6 mL), and the mixture was stirred at room temperature for 5 minutes. Insoluble materials were removed by filtra... The reactants are C(CCC)[Li] (n-butyl lithium), O1C(CCCC1)OC1OCCCC1 (tetrahydropyranyl ether), CC(C#C)O (3-butyn-2-ol), [Cl-].[NH4+] (ammonium chloride), C[Si](OC1(C(C(CC1)(C)C)=O)C)(C)C (2-trimethylsiloxy-2,5,5-trimethylcyclopentanone). The solvent is C1CCOC1 (THF), CCCCCC (n-hexane), C1CCOC1 (THF). Run at time 10 minute. Yields the product OC1(C(CCC1(C)C)(C)O)C#CC(C)O (4-(1,2-dihydroxy-2,5,5-trimethylcyclopentyl)but-3-yn-2-ol). Yield: 75.0%. As a reaction SMILES: C([Li])CCC.O1CCCCC1OC1CCCCO1.[CH3:19][CH:20]([OH:23])[C:21]#[CH:22].C[Si](C)(C)[O:26][C:27]1([CH3:35])[CH2:31][CH2:30][C:29]([CH3:33])([CH3:32])[C:28]1=[O:34].[Cl-].[NH4+]>C1COCC1.CCCCCC>[OH:34][C:28]1([C:22]#[C:21][CH:20]([OH:23])[CH3:19])[C:29]([CH3:33])([CH3:32])[CH2:30][CH2:31][C:27]1([OH:26])[CH3:35] |f:4.5|. Procedure details: To 7.3 ml of a 1.6M n-hexane solution of n-butyl lithium was added 20 ml of anhydrous THF at -78° C. (bath temperature) in a nitrogen atmosphere, and 1.8 g of a tetrahydropyranyl ether of 3-butyn-2-ol was added dropwise thereto under the same conditions over 10 minutes. After the addition, the mixture was stirred for 30 minutes. Then, 30 ml of an anhydrous THF solution containing 2.1 g of 2-trimethylsiloxy-2,5,5-trimethylcyclopentanone was added dropwise to the mixture under the same conditions ... Starting materials: C(C(C)C)(=O)Cl (isobutyryl chloride), ice, Cl (hydrochloric acid), NC1=C(C(=O)O)C(=C(C(=C1)C)C(=O)OCC)C (2-amino-5-ethoxycarbonyl-4,6-dimethylbenzoic acid), N1=CC=CC=C1 (pyridine). Solvent: C1=CC=CC=C1 (benzene), C1=CC=CC=C1 (benzene). Conditions: time 5 hour. Product: C(C)OC(=O)C=1C(=CC(=C(C(=O)O)C1C)NC(C(C)C)=O)C (5-ethoxycarbonyl-2-isobutyrylamino-4,6-dimethylbenzoic acid). The yield is 80.7%. Reaction SMILES: [NH2:1][C:2]1[CH:10]=[C:9]([CH3:11])[C:8]([C:12]([O:14][CH2:15][CH3:16])=[O:13])=[C:7]([CH3:17])[C:3]=1[C:4]([OH:6])=[O:5].N1C=CC=CC=1.[C:24](Cl)(=[O:28])[CH:25]([CH3:27])[CH3:26].Cl>C1C=CC=CC=1>[CH2:15]([O:14][C:12]([C:8]1[C:9]([CH3:11])=[CH:10][C:2]([NH:1][C:24](=[O:28])[CH:25]([CH3:27])[CH3:26])=[C:3]([C:7]=1[CH3:17])[C:4]([OH:6])=[O:5])=[O:13])[CH3:16]. Procedure: To an ice-cooled mixture consisting of 500 mg of 2-amino-5-ethoxycarbonyl-4,6-dimethylbenzoic acid, 15 ml of benzene, and 0.3 ml of pyridine was added dropwise with stirring a solution of 323 mg of isobutyryl chloride in 2 ml of benzene. After completion of the addition, the reaction mixture was further stirred for 5 hours at room temperature, and then heated to reflux for one hour. After cooling, the mixture was shaken with dilute hydrochloric acid and the layers were separated. The slightly ac... Starting materials: FC(C(=O)[O-])(F)F.[NH+]1=CC=CC=C1 (pyridinium trifluoroacetate), CCN=C=NCCCN(C)C (EDCI), CS(=O)C (DMSO), COC(CCCC#CCN1[C@H](CCCC1=O)CO)=O (7-((R)-2-hydroxymethyl-6-oxo-piperidin-1-yl)-hept-5-ynoic acid methyl ester). The solvent is C1=CC=CC=C1 (benzene). Reaction conditions: temperature 0 celsius, time 2 hour. Yields the product COC(CCCC#CCN1[C@H](CCCC1=O)C=O)=O (7-((R)-2-formyl-6-oxo-piperidin-1-yl)-hept-5-ynoic acid methyl ester). RXN SMILES: CCN=C=NCCCN(C)C.CS(C)=O.[CH3:16][O:17][C:18](=[O:34])[CH2:19][CH2:20][CH2:21][C:22]#[C:23][CH2:24][N:25]1[C:30](=[O:31])[CH2:29][CH2:28][CH2:27][C@@H:26]1[CH2:32][OH:33].FC(F)(F)C([O-])=O.[NH+]1C=CC=CC=1>C1C=CC=CC=1>[CH3:16][O:17][C:18](=[O:34])[CH2:19][CH2:20][CH2:21][C:22]#[C:23][CH2:24][N:25]1[C:30](=[O:31])[CH2:29][CH2:28][CH2:27][C@@H:26]1[CH:32]=[O:33] |f:3.4|. Reported procedure: EDCI (127 mg, 0.66 mmol) and DMSO (62 μL, 0.87 mmol) were added sequentially to a solution of 7-((R)-2-hydroxymethyl-6-oxo-piperidin-1-yl)-hept-5-ynoic acid methyl ester (prepared in accordance with Example 29, step 3, 59 mg, 0.22 mmol) in benzene (2.0 mL) at rt. The mixture was cooled to 0° C. and pyridinium trifluoroacetate (47 mg, 0.24 mmol) was added. The reaction was allowed to warm to rt and then was stirred at rt for 2 h. The solution was decanted from the oily residue and the residue was... Procedure details: To a solution of 2-{2-[6-amino-7-chloro-3-(3,5-dimethylphenyl)-2-oxo-1,2-dihydroquinolin-4-ylsulfanyl]-ethyl }-piperidine-1-carboxylic acid benzyl ester (23 mg in 1.0 mL methylene chloride) at 0° C. was added 0.01 mL pyridine followed by phosgene (0.03 mL of a 1.93M solution in toluene) and the mixture allowed to stir at 0° C. for 1 hour. At this time 0.02 mL of cyclopropylamine was added via syringe and the reaction mixture warmed to room temperature. After 4 hours, the mixture was diluted with... As a reaction SMILES: [CH2:1]([O:8][C:9]([N:11]1[CH2:16][CH2:15][CH2:14][CH2:13][CH:12]1[CH2:17][CH2:18][S:19][C:20]1[C:29]2[C:24](=[CH:25][C:26]([Cl:31])=[C:27]([NH2:30])[CH:28]=2)[NH:23][C:22](=[O:32])[C:21]=1[C:33]1[CH:38]=[C:37]([CH3:39])[CH:36]=[C:35]([CH3:40])[CH:34]=1)=[O:10])[C:2]1[CH:7]=[CH:6][CH:5]=[CH:4][CH:3]=1.[N:41]1[CH:46]=C[CH:44]=[CH:43][CH:42]=1.C(Cl)(Cl)=[O:48].C1(N)CC1>C1(C)C=CC=CC=1.C(OCC)(=O)C>[CH2:1]([O:8][C:9]([N:11]1[CH2:16][CH2:15][CH2:14][CH2:13][CH:12]1[CH2:17][CH2:18][S:19][C:20]1[C:29]2[C:24](=[CH:25][C:26]([Cl:31])=[C:27]([NH:30][C:46]([NH:41][CH:42]3[CH2:44][CH2:43]3)=[O:48])[CH:28]=2)[NH:23][C:22](=[O:32])[C:21]=1[C:33]1[CH:38]=[C:37]([CH3:39])[CH:36]=[C:35]([CH3:40])[CH:34]=1)=[O:10])[C:2]1[CH:3]=[CH:4][CH:5]=[CH:6][CH:7]=1. Run at temperature 0 celsius, time 1 hour. Yields the product C(C1=CC=CC=C1)OC(=O)N1C(CCCC1)CCSC1=C(C(NC2=CC(=C(C=C12)NC(=O)NC1CC1)Cl)=O)C1=CC(=CC(=C1)C)C (2-{2-[7-chloro-6-(3-cyclopropylureido)-3-(3,5-dimethylphenyl)-2-oxo-1,2-dihydroquinolin-4-ylsulfanyl ]-ethyl}-piperidine-1-carboxylic acid benzyl ester). Reactants: solution, C(C1=CC=CC=C1)OC(=O)N1C(CCCC1)CCSC1=C(C(NC2=CC(=C(C=C12)N)Cl)=O)C1=CC(=CC(=C1)C)C (2-{2-[6-amino-7-chloro-3-(3,5-dimethylphenyl)-2-oxo-1,2-dihydroquinolin-4-ylsulfanyl]-ethyl }-piperidine-1-carboxylic acid benzyl ester), N1=CC=CC=C1 (pyridine), C1(CC1)N (cyclopropylamine), C(=O)(Cl)Cl (phosgene). Solvent: C(C)(=O)OCC (ethyl acetate), C1(=CC=CC=C1)C (toluene).